This data is from the Open Reaction Database (ORD), a public repository of structured organic reaction records. The task is: describe an organic reaction: reactants, conditions, products, and yield Starting materials: FC=1C=C2N=CC(=NC2=CC1)OC1=CC=C(OC(C(=O)OC)C)C=C1 (methyl 2-[4-(6-fluoro-2-quinoxalyloxy)phenoxy]propionate), [H-].[H-].[H-].[H-].[Li+].[Al+3] (LiAlH4), OS(=O)(=O)O (H2SO4), O (water). Solvent: C(C)OCC (ethyl ether), C(C)OCC (ethyl ether). Yields the product FC=1C=C2N=CC(=NC2=CC1)OC1=CC=C(OC(CO)C)C=C1 (2-[4-(6-fluoro-2-quinoxalyloxy)phenoxy]propanol). The yield is 54.0%. As a reaction SMILES: [F:1][C:2]1[CH:3]=[C:4]2[C:9](=[CH:10][CH:11]=1)[N:8]=[C:7]([O:12][C:13]1[CH:25]=[CH:24][C:16]([O:17][CH:18]([CH3:23])[C:19](OC)=[O:20])=[CH:15][CH:14]=1)[CH:6]=[N:5]2.[H-].[H-].[H-].[H-].[Li+].[Al+3].O.OS(O)(=O)=O>C(OCC)C>[F:1][C:2]1[CH:3]=[C:4]2[C:9](=[CH:10][CH:11]=1)[N:8]=[C:7]([O:12][C:13]1[CH:14]=[CH:15][C:16]([O:17][CH:18]([CH3:23])[CH2:19][OH:20])=[CH:24][CH:25]=1)[CH:6]=[N:5]2 |f:1.2.3.4.5.6|. Reported procedure: In 50 ml. anhydrous ethyl ether, 0.5 g. (1.5 m mol) of methyl 2-[4-(6-fluoro-2-quinoxalyloxy)phenoxy]propionate was dissolved and 10 ml. of a solution containing 0.11 g.(3.0 mmol) of LiAlH4 in anhydrous ethyl ether was added dropwise and the mixture was refluxed for 12 hours. After the reaction, 10 ml. of water and 7 ml. of 2N—H2SO4 were added to the reaction mixture and the organic layer was separated and washed with water and dehydrated over anhydrous sodium sulfate and the solvent was distill... Yields the product C=CCc1cc2c(c(CC=C)c1O)CCC(=O)N2CCCn1cnnc1. RXN SMILES: [Cl:1][CH2:2][CH2:3][CH2:4][N:5]1[C:6](=[O:22])[CH2:7][CH2:8][c:9]2[c:10]([CH2:19][CH:20]=[CH2:21])[c:11]([OH:18])[c:12]([CH2:15][CH:16]=[CH2:17])[cH:13][c:14]21.[nH:23]1[n:24][cH:25][n:26][cH:27]1>>[CH2:2]([CH2:3][CH2:4][N:5]1[C:6](=[O:22])[CH2:7][CH2:8][c:9]2[c:10]([CH2:19][CH:20]=[CH2:21])[c:11]([OH:18])[c:12]([CH2:15][CH:16]=[CH2:17])[cH:13][c:14]21)[n:26]1[cH:25][n:24][n:23][cH:27]1. Reactants: C=CCc1cc2c(c(CC=C)c1O)CCC(=O)N2CCCCl, c1nc[nH]n1. Reactants: C(C)(C)(C)OC(N[C@@H](C)C1=NC2=C(N1[C@@H]1C[C@H](C1)OC)C=C(C=C2)F)=O ({(S)-1-[6-fluoro-1-(trans-3-methoxycyclobutyl)1Hbenzoimidazol-2-yl]ethyl}carbamic acid tert-butyl ester), C(=O)(C(F)(F)F)O (TFA). Run in C(Cl)Cl (DCM). Conditions: time 1.5 hour. Yields the product FC=1C=CC2=C(N(C(=N2)[C@H](C)N)[C@@H]2C[C@@H](C2)OC)C1 ((S)-1-[6-Fluoro-1-(cis-3-methoxycyclobutyl)-1Hbenzoimidazol-2-yl]ethylamine). As a reaction SMILES: C(OC(=O)[NH:7][C@H:8]([C:10]1[N:14]([C@H:15]2[CH2:18][C@H:17]([O:19][CH3:20])[CH2:16]2)[C:13]2[CH:21]=[C:22]([F:25])[CH:23]=[CH:24][C:12]=2[N:11]=1)[CH3:9])(C)(C)C.C(O)(C(F)(F)F)=O>C(Cl)Cl>[F:25][C:22]1[CH:23]=[CH:24][C:12]2[N:11]=[C:10]([C@@H:8]([NH2:7])[CH3:9])[N:14]([C@H:15]3[CH2:18][C@@H:17]([O:19][CH3:20])[CH2:16]3)[C:13]=2[CH:21]=1. Procedure details: To a solution of {(S)-1-[6-fluoro-1-(trans-3-methoxycyclobutyl)1Hbenzoimidazol-2-yl]ethyl}carbamic acid tert-butyl ester (0.125 g, 0.34 mmol) in DCM (3 mL) was added TFA (2 mL) and the mixture stirred at RT for 1.5 h. The volatiles were removed in vacuo and the resulting residue loaded onto an Isolute® SCX-2 cartridge. The cartridge was washed with MeOH followed by 2M NH3/MeOH. The basic fractions were combined and concentrated in vacuo. The crude material was used in the following step without ... The reactants are CI, [H-], CC(C)(C)OC(=O)N1CCNc2ccccc21, [Na+], C1CCOC1, O. The product is CN1CCN(C(=O)OC(C)(C)C)c2ccccc21. RXN SMILES: [CH3:20][I:21].[H-:18].[N:1]1([C:11](=[O:12])[O:13][C:14]([CH3:15])([CH3:16])[CH3:17])[CH2:2][CH2:3][NH:4][c:5]2[cH:6][cH:7][cH:8][cH:9][c:10]21.[Na+:19].[O:22]1[CH2:23][CH2:24][CH2:25][CH2:26]1.[OH2:27]>>[N:1]1([C:11](=[O:12])[O:13][C:14]([CH3:15])([CH3:16])[CH3:17])[CH2:2][CH2:3][N:4]([CH3:20])[c:5]2[cH:6][cH:7][cH:8][cH:9][c:10]21. Reactants: OCC1=CC=2C(OC3=C(C2S1)C=CC=C3)C3=CC=CC=C3 (2-hydroxymethyl-4-phenyl-thieno[3,2-c][1]benzopyran), C(CCCCCCCCCCCCCCC)(=O)Cl (palmitoyl chloride). Run in N1=CC=CC=C1 (pyridine). Run at time 4 hour. Product: C(CCCCCCCCCCCCCCC)(=O)OCC1=CC=2C(OC3=C(C2S1)C=CC=C3)C3=CC=CC=C3 (2-palmitoyloxymethyl-4-phenyl-thieno[3,2-c][1]benzopyran). RXN SMILES: [OH:1][CH2:2][C:3]1[S:11][C:10]2[C:9]3[CH:12]=[CH:13][CH:14]=[CH:15][C:8]=3[O:7][CH:6]([C:16]3[CH:21]=[CH:20][CH:19]=[CH:18][CH:17]=3)[C:5]=2[CH:4]=1.[C:22](Cl)(=[O:38])[CH2:23][CH2:24][CH2:25][CH2:26][CH2:27][CH2:28][CH2:29][CH2:30][CH2:31][CH2:32][CH2:33][CH2:34][CH2:35][CH2:36][CH3:37]>N1C=CC=CC=1>[C:22]([O:1][CH2:2][C:3]1[S:11][C:10]2[C:9]3[CH:12]=[CH:13][CH:14]=[CH:15][C:8]=3[O:7][CH:6]([C:16]3[CH:21]=[CH:20][CH:19]=[CH:18][CH:17]=3)[C:5]=2[CH:4]=1)(=[O:38])[CH2:23][CH2:24][CH2:25][CH2:26][CH2:27][CH2:28][CH2:29][CH2:30][CH2:31][CH2:32][CH2:33][CH2:34][CH2:35][CH2:36][CH3:37]. Reported procedure: A suspension of 5.9 g 4H-2-hydroxymethyl-4-phenyl-thieno[3,2-c][1]benzopyran and 5.8 g of palmitoyl chloride in 50 ml pyridine is stirred at room temperature for 4 h. After filtration, one adds 400 ml water to the filtrate. The precipitate which appears is collected. This material is dissolved in methylene chloride and this organic phase is washed with hydrochloric acid solution, then with water, dried and evaporated. The residue is purified by column chromatography on silicagel using a mixture ... Reaction SMILES: [CH2:1]([C:5]1[N:6]([CH2:19][C:20]2[CH:25]=[CH:24][C:23]([C:26]3[CH:31]=[CH:30][CH:29]=[CH:28][C:27]=3[C:32]3[NH:36][N:35]=[N:34][N:33]=3)=[CH:22][CH:21]=2)[C:7](=[O:18])[N:8]([CH:10]([C:14]([O:16]C)=[O:15])[CH:11]([CH3:13])[CH3:12])[N:9]=1)[CH2:2][CH2:3][CH3:4].[OH-].[Na+]>C1COCC1.CO.C(Cl)Cl>[CH2:1]([C:5]1[N:6]([CH2:19][C:20]2[CH:25]=[CH:24][C:23]([C:26]3[CH:31]=[CH:30][CH:29]=[CH:28][C:27]=3[C:32]3[NH:36][N:35]=[N:34][N:33]=3)=[CH:22][CH:21]=2)[C:7](=[O:18])[N:8]([CH:10]([C:14]([OH:16])=[O:15])[CH:11]([CH3:12])[CH3:13])[N:9]=1)[CH2:2][CH2:3][CH3:4] |f:1.2,4.5|. The product is C(CCC)C=1N(C(N(N1)C(C(C)C)C(=O)O)=O)CC1=CC=C(C=C1)C1=C(C=CC=C1)C1=NN=NN1 (5-n-Butyl-2-(1-carboxyisobutyl)-2,4-dihydro-4-[[2'-(5-tetrazolyl)biphenyl-4-yl]methyl]-3H-1,2,4-triazol-3-one). Reactants: C(CCC)C=1N(C(N(N1)C(C(C)C)C(=O)OC)=O)CC1=CC=C(C=C1)C1=C(C=CC=C1)C1=NN=NN1 (5-n-Butyl-2-[1-(carbomethoxy)isobutyl]-2,4-dihydro-4-[[2'-(5-tetrazolyl)biphenyl-4-yl ]methyl]-3H-1,2,4-triazol-3-one), [OH-].[Na+] (sodium hydroxide). The solvent is CO.C(Cl)Cl (MeOH CH2Cl2), C1CCOC1 (THF). Procedure details: The hydrolysis of 5-n-butyl-2-[1-(carbomethoxy)isobutyl]-2,4-dihydro-4-[[2'-(5-tetrazolyl)biphenyl-4-yl]methyl]-3H-1,2,4-triazol-3-one (from Example 38) using methanolic sodium hydroxide in THF was carried out as described in Example 7. The material obtained after work-up (71%) was homogeneous by TLC in 10% MeOH/CH2Cl2, mass spectrum (FAB) m/e 475 (M+1)+. The reactants are CN(C)CC1=CC2=C(CN(CC2)C(C2=CC=C(C=C2)C(C2=CC=C(C=C2)F)=O)=O)O1 (N,N-Dimethyl-[6-[4-(4-fluorobenzoyl)benzoyl]-4,5,6,7-tetrahydrofuro[2,3-c]pyridin-2-ylmethyl]amine), Cl (hydrogen chloride). Solvent: CO (methanol), C(C)(=O)OCC (ethyl acetate). Product: Cl.CN(C)CC1=CC2=C(CN(CC2)C(C2=CC=C(C=C2)C(C2=CC=C(C=C2)F)=O)=O)O1 (N,N-dimethyl-[6-[4-(4-fluorobenzoyl)benzoyl]-4,5,6,7-tetrahydrofuro[2,3-c]pyridin-2-ylmethyl]amine hydrochloride). As a reaction SMILES: [CH3:1][N:2]([CH2:4][C:5]1[O:30][C:8]2[CH2:9][N:10]([C:13](=[O:29])[C:14]3[CH:19]=[CH:18][C:17]([C:20](=[O:28])[C:21]4[CH:26]=[CH:25][C:24]([F:27])=[CH:23][CH:22]=4)=[CH:16][CH:15]=3)[CH2:11][CH2:12][C:7]=2[CH:6]=1)[CH3:3].[ClH:31]>CO.C(OCC)(=O)C>[ClH:31].[CH3:3][N:2]([CH2:4][C:5]1[O:30][C:8]2[CH2:9][N:10]([C:13](=[O:29])[C:14]3[CH:15]=[CH:16][C:17]([C:20](=[O:28])[C:21]4[CH:26]=[CH:25][C:24]([F:27])=[CH:23][CH:22]=4)=[CH:18][CH:19]=3)[CH2:11][CH2:12][C:7]=2[CH:6]=1)[CH3:1] |f:4.5|. Procedure: N,N-Dimethyl-[6-[4-(4-fluorobenzoyl)benzoyl]-4,5,6,7-tetrahydrofuro[2,3-c]pyridin-2-ylmethyl]amine 0.114 g was dissolved in 2 ml of methanol; hydrogen chloride in ethyl acetate was added in excess, followed by stirring. This was concentrated; the resulting solid was washed with diethyl ether to yield the desired product.